Dataset: the Open Reaction Database (ORD), a public repository of structured organic reaction records. Task: describe an organic reaction: reactants, conditions, products, and yield The reactants are C1(CC1)NC1=C(C=CC=C1)N (N-cyclopropyl-1,2-phenylenediamine), C(C)C(C([O-])([O-])[O-])(CC)CC (triethylorthoacetate). The solvent is C(C)(=O)OCC (ethyl acetate). Yields the product C1(CC1)N1C(=NC2=C1C=CC=C2)C (1-cyclopropyl-2-methylbenzimidazole). Isolated yield 94.4%. Reaction SMILES: [CH:1]1([NH:4][C:5]2[CH:10]=[CH:9][CH:8]=[CH:7][C:6]=2[NH2:11])[CH2:3][CH2:2]1.[CH2:12](C(CC)(CC)C([O-])([O-])[O-])[CH3:13]>C(OCC)(=O)C>[CH:1]1([N:4]2[C:5]3[CH:10]=[CH:9][CH:8]=[CH:7][C:6]=3[N:11]=[C:12]2[CH3:13])[CH2:3][CH2:2]1. Procedure: A solution of 1.71 g (0.0115 mole) of N-cyclopropyl-1,2-phenylenediamine and 2.12 ml (0.0115 mole) of triethylorthoacetate in 50 ml of ethyl acetate was heated to reflux for 2 hours. The solvent was removed and the residue partitioned between chloroform and water. The organic phase was separated, dried over sodium sulfate and concentrated to give 1.87 g of a brown oil. Reactants: OC(C)C=1N=C(N(C1C(=O)OCC)CC1=CC=C(C=C1)C1=C(C=CC=C1)C1=NN=NN1C(C1=CC=CC=C1)(C1=CC=CC=C1)C1=CC=CC=C1)CCC (ethyl 4-(1-hydroxyethyl)-2-propyl-1-{4-[2-(trityltetrazol-5-yl)phenyl]phenyl}methylimidazole-5-carboxylate). Solvent: C(C)(=O)O (acetic acid). Product: OC(C)C=1N=C(N(C1C(=O)OCC)CC1=CC=C(C=C1)C1=C(C=CC=C1)C1=NN=NN1)CCC (Ethyl 4-(1-hydroxyethyl)-2-propyl-1-{4-[2-(tetrazol-5-yl)phenyl]phenyl}methylimidazole-5-carboxylate). Yield: 101.7%. As a reaction SMILES: [OH:1][CH:2]([C:4]1[N:5]=[C:6]([CH2:51][CH2:52][CH3:53])[N:7]([CH2:14][C:15]2[CH:20]=[CH:19][C:18]([C:21]3[CH:26]=[CH:25][CH:24]=[CH:23][C:22]=3[C:27]3[N:31](C(C4C=CC=CC=4)(C4C=CC=CC=4)C4C=CC=CC=4)[N:30]=[N:29][N:28]=3)=[CH:17][CH:16]=2)[C:8]=1[C:9]([O:11][CH2:12][CH3:13])=[O:10])[CH3:3]>C(O)(=O)C>[OH:1][CH:2]([C:4]1[N:5]=[C:6]([CH2:51][CH2:52][CH3:53])[N:7]([CH2:14][C:15]2[CH:20]=[CH:19][C:18]([C:21]3[CH:26]=[CH:25][CH:24]=[CH:23][C:22]=3[C:27]3[NH:31][N:30]=[N:29][N:28]=3)=[CH:17][CH:16]=2)[C:8]=1[C:9]([O:11][CH2:12][CH3:13])=[O:10])[CH3:3]. Procedure details: Following a procedure similar to that described in Example 35(c), 1.23 g of ethyl 4-(1-hydroxyethyl)-2-propyl-1-{4-[2-(trityltetrazol-5-yl)phenyl]phenyl}methylimidazole-5-carboxylate [prepared as described in step (b) above] were treated with 75% v/v aqueous acetic acid, to give 0.82 g of the title compound as an amorphous solid. Starting materials: O (water), dichloride, C(C)(=O)O (acetic acid), ClCC1=C(C=C(C(=C1)F)CCl)F (α,α'-dichloro-2,5-difluoro-para-xylene), 1-n solution, C1(=CC=CC1)C(=O)[O-].[Na+] (sodium cyclopentadienate), O1CCCC1 (tetrahydrofuran). Run in C1=CC=CC=C1 (benzene), C1=CC=CC=C1 (benzene). Conditions: temperature 20 celsius, time 1 hour. Yields the product C1(C=CC=C1)CC1=C(C=C(C(=C1)F)CC1C=CC=C1)F (α,α'-bis(cyclopentadienyl)-2,5-difluoro-paraxylene). RXN SMILES: Cl[CH2:2][C:3]1[CH:8]=[C:7]([F:9])[C:6]([CH2:10]Cl)=[CH:5][C:4]=1[F:12].[C:13]1(C([O-])=O)[CH2:17][CH:16]=[CH:15][CH:14]=1.[Na+].[C:22](O)(=O)[CH3:23].O.O1C[CH2:30][CH2:29][CH2:28]1>C1C=CC=CC=1>[CH:23]1([CH2:2][C:3]2[CH:8]=[C:7]([F:9])[C:6]([CH2:10][CH:17]3[CH:16]=[CH:15][CH:14]=[CH:13]3)=[CH:5][C:4]=2[F:12])[CH:22]=[CH:30][CH:29]=[CH:28]1 |f:1.2|. Reported procedure: In a 50 ml round flask, 0.615 g (2.91 mmols) of α,α'-dichloro-2,5-difluoro-para-xylene are treated under nitrogen at room temperature with 6.11 ml of a 1-n solution of sodium cyclopentadienate in tetrahydrofuran. The dichloride reacts at once and causes the temperature to rise by about 8° C. The dark violet solution is allowed to stand at room temperature for 1 hour. The solution is then slightly acidified with 0.3 ml of glacial acetic acid, the color changing to pale yellow. The batch is dissol... The reactants are C(C1=CC=CC=C1)(=O)O[C@H]1[C@@H](O[C@@H]([C@@H]1OC(C1=CC=CC=C1)=O)C(=O)NCC)N1C2=NC(=NC(=C2N=C1)NCC(C1=CC=CC=C1)C1=CC=CC=C1)C(=O)OC (methyl 9-{(2R,3R,4R,5S)-3,4-bis(benzoyloxy)-5-[(ethylamino)carbonyl]-tetrahydro-2-furanyl}-6-[(2,2-diphenylethyl)amino]-9H-purine-2-carboxylate), C([O-])([O-])=O.[Na+].[Na+] (sodium carbonate). Solvent: CO (methanol). Product: C1(=CC=CC=C1)C(CNC1=C2N=CN(C2=NC(=N1)C(=O)OC)[C@@H]1O[C@@H]([C@H]([C@H]1O)O)C(=O)NCC)C1=CC=CC=C1 (Methyl 6-[(2,2-diphenylethyl)amino]-9-{(2R,3R,4S,5S)-5-[(ethylamino)carbonyl]-3,4-dihydroxytetrahydro-2-furanyl}-9H-purine-2-carboxylate). The yield is 97.6%. Reaction SMILES: C([O:9][C@@H:10]1[C@@H:14]([O:15]C(=O)C2C=CC=CC=2)[C@@H:13]([C:24]([NH:26][CH2:27][CH3:28])=[O:25])[O:12][C@H:11]1[N:29]1[CH:37]=[N:36][C:35]2[C:30]1=[N:31][C:32]([C:53]([O:55][CH3:56])=[O:54])=[N:33][C:34]=2[NH:38][CH2:39][CH:40]([C:47]1[CH:52]=[CH:51][CH:50]=[CH:49][CH:48]=1)[C:41]1[CH:46]=[CH:45][CH:44]=[CH:43][CH:42]=1)(=O)C1C=CC=CC=1.C(=O)([O-])[O-].[Na+].[Na+]>CO>[C:47]1([CH:40]([C:41]2[CH:42]=[CH:43][CH:44]=[CH:45][CH:46]=2)[CH2:39][NH:38][C:34]2[N:33]=[C:32]([C:53]([O:55][CH3:56])=[O:54])[N:31]=[C:30]3[C:35]=2[N:36]=[CH:37][N:29]3[C@H:11]2[C@H:10]([OH:9])[C@H:14]([OH:15])[C@@H:13]([C:24]([NH:26][CH2:27][CH3:28])=[O:25])[O:12]2)[CH:48]=[CH:49][CH:50]=[CH:51][CH:52]=1 |f:1.2.3|. Reported procedure: A solution of methyl 9-{(2R,3R,4R,5S)-3,4-bis(benzoyloxy)-5-[(ethylamino)carbonyl]-tetrahydro-2-furanyl}-6-[(2,2-diphenylethyl)amino]-9H-purine-2-carboxylate (Preparation 8) (3.4 g, 4.5 mmol) and sodium carbonate (50 mg) in dry methanol (60 ml) was stirred at room temperature for four hours. Solvent was removed under reduced pressure and the residue taken up in a mixture of dichloromethane:methanol (95:5, by volume, 60 ml). Inorganic salts were filtered off and the filtrate evaporated under redu... Reactants: ClC(Cl)(Cl)Cl, CCCCCC(CO)c1ccc2c(c1)OCCC2(C)C, CC#N, Cl, [O-][I+3]([O-])([O-])[O-], [Na+], O, Cl[Ru](Cl)Cl. Product: CCCCCC(C(=O)O)c1ccc2c(c1)OCCC2(C)C. RXN SMILES: [C:31]([Cl:32])([Cl:33])([Cl:34])[Cl:35].[CH3:1][C:2]1([CH3:20])[CH2:3][CH2:4][O:5][c:6]2[cH:7][c:8]([CH:12]([CH2:13][OH:14])[CH2:15][CH2:16][CH2:17][CH2:18][CH3:19])[cH:9][cH:10][c:11]21.[CH3:21][C:22]#[N:23].[ClH:30].[I+3:24]([O-:25])([O-:26])([O-:27])[O-:28].[Na+:29].[OH2:36].[Ru:37]([Cl:38])([Cl:39])[Cl:40]>>[CH3:1][C:2]1([CH3:20])[CH2:3][CH2:4][O:5][c:6]2[cH:7][c:8]([CH:12]([C:13](=[O:14])[OH:25])[CH2:15][CH2:16][CH2:17][CH2:18][CH3:19])[cH:9][cH:10][c:11]21. Reactants: COC1=CC(=C(C=C1)C(N1C(=CC2=NCNC=C21)C2=C(C=CC=C2)F)C=2SC=NN2)C(F)(F)F (5[(4-methoxy-2-trifluoromethyl-phenyl)-[1,3,4]thiadiazol-2-ylmethyl]-6-(2-fluorophenyl)-3H-pyrrolo[3,2-d]pyrimidine), FC1=C(C=CC=C1)C1=CC=2N=CN=CC2N1 (6-(2-fluorophenyl)-5H-pyrrolo[3,2-d]pyrimidine), FC(C1=C(C=CC(=C1)C(F)(F)F)C=1N=NC(=CC1)CCl)(F)F (3-(2,4-Bis-trifluoromethylphenyl)-6-chloromethylpyridazine). Product: FC(C1=C(C=CC(=C1)C(F)(F)F)C1=CC=C(N=N1)CN1C=NC=2C(=C1)N=C(C2)C2=C(C=CC=C2)F)(F)F (3-[6-(2,4-Bis-trifluoromethylphenyl)-pyridazin-3-ylmethyl]-6-(2-fluorophenyl)-3H-pyrrolo[3,2-d]pyrimidine). Isolated yield 5.0%. As a reaction SMILES: COC1C=CC(C(C2SC=NN=2)[N:10]2[C:18]3[C:13](=[N:14][CH2:15][NH:16][CH:17]=3)[CH:12]=[C:11]2[C:19]2[CH:24]=[CH:23][CH:22]=[CH:21][C:20]=2[F:25])=C(C(F)(F)F)C=1.FC1C=CC=CC=1C1NC2C=NC=NC=2C=1.[F:51][C:52]([F:72])([F:71])[C:53]1[CH:58]=[C:57]([C:59]([F:62])([F:61])[F:60])[CH:56]=[CH:55][C:54]=1[C:63]1[N:64]=[N:65][C:66]([CH2:69]Cl)=[CH:67][CH:68]=1>>[F:72][C:52]([F:51])([F:71])[C:53]1[CH:58]=[C:57]([C:59]([F:62])([F:60])[F:61])[CH:56]=[CH:55][C:54]=1[C:63]1[N:64]=[N:65][C:66]([CH2:69][N:16]2[CH:17]=[C:18]3[N:10]=[C:11]([C:19]4[CH:24]=[CH:23][CH:22]=[CH:21][C:20]=4[F:25])[CH:12]=[C:13]3[N:14]=[CH:15]2)=[CH:67][CH:68]=1. Reported procedure: Prepared analogously to the method described for 3-[5[(4-methoxy-2-trifluoromethyl-phenyl)-[1,3,4]thiadiazol-2-ylmethyl]-6-(2-fluorophenyl)-3H-pyrrolo[3,2-d]pyrimidine beginning with 6-(2-fluorophenyl)-5H-pyrrolo[3,2-d]pyrimidine (200 mg, 0.93 mmol) and 3-(2,4-Bis-trifluoromethylphenyl)-6-chloromethylpyridazine (383 mg, 1.12 mmol) to obtained desired product (9 mg, 5%). The reactants are C1(CC1)CNC(=O)C=1NC=C(C1)C(=O)C=1C(=NOC1C)C1=CC=C(C=C1)F (4-(5-methyl-3-(4-fluorophenyl)-isoxazole-4-carbonyl)-1H-pyrrole-2-carboxylic acid (cyclopropylmethyl)-amide), FC=1C=C(C=C(C1F)F)C1=NOC(=C1C(=O)C=1C=C(NC1)C(C(Cl)(Cl)Cl)=O)C (4-[3-(3,4,5-trifluoro-phenyl)-5-methyl-isoxazole-4-carbonyl]-2-trichloroacetyl-1H-pyrrole), FC=1C=C(C=C(C1F)F)C1=NOC(=C1C(=O)C=1C=C(NC1)C(C(Cl)(Cl)Cl)=O)C (4-[3-(3,4,5-trifluoro-phenyl)-5-methyl-isoxazole-4-carbonyl]-2-trichloroacetyl-1H-pyrrole), C1(CCCC1)N (cyclopentylamine). Yields the product C1(CCCC1)NC(=O)C=1NC=C(C1)C(=O)C=1C(=NOC1C)C1=CC(=C(C(=C1)F)F)F (4-[5-Methyl-3-(3,4,5-trifluoro-phenyl)-isoxazole-4-carbonyl]-1H-pyrrole-2-carboxylic acid cyclopentylamide). RXN SMILES: C1(CNC(C2NC=C(C(C3[C:16]([C:21]4[CH:26]=[CH:25][C:24](F)=CC=4)=[N:17]OC=3C)=O)C=2)=O)CC1.[F:28][C:29]1[CH:30]=[C:31]([C:37]2[C:41]([C:42]([C:44]3[CH:45]=[C:46]([C:49](=[O:54])C(Cl)(Cl)Cl)[NH:47][CH:48]=3)=[O:43])=[C:40]([CH3:55])[O:39][N:38]=2)[CH:32]=[C:33]([F:36])[C:34]=1[F:35].C1(N)CCCC1>>[CH:16]1([NH:17][C:49]([C:46]2[NH:47][CH:48]=[C:44]([C:42]([C:41]3[C:37]([C:31]4[CH:30]=[C:29]([F:28])[C:34]([F:35])=[C:33]([F:36])[CH:32]=4)=[N:38][O:39][C:40]=3[CH3:55])=[O:43])[CH:45]=2)=[O:54])[CH2:21][CH2:26][CH2:25][CH2:24]1. Procedure details: According to the procedure described for the synthesis of 4-(5-methyl-3-(4-fluorophenyl)-isoxazole-4-carbonyl)-1H-pyrrole-2-carboxylic acid (cyclopropylmethyl)-amide (example 229, step 2), the title compound has been synthesized from 4-[3-(3,4,5-trifluoro-phenyl)-5-methyl-isoxazole-4-carbonyl]-2-trichloroacetyl-1H-pyrrole (intermediate 18) and cyclopentylamine (commercially available) in 49.6 yield. (m/e): 418.3 (MH+; 100%). Reactants: Br, O=C([O-])O, COc1ccc(Cc2ccccc2)cc1C, CC(=O)O, [Na+]. Product: Cc1cc(Cc2ccccc2)ccc1O. RXN SMILES: [BrH:17].[C:18](=[O:19])([O-:20])[OH:21].[CH2:1]([c:2]1[cH:3][cH:4][cH:5][cH:6][cH:7]1)[c:8]1[cH:9][c:10]([CH3:16])[c:11]([O:14][CH3:15])[cH:12][cH:13]1.[CH3:23][C:24](=[O:25])[OH:26].[Na+:22]>>[CH2:1]([c:2]1[cH:3][cH:4][cH:5][cH:6][cH:7]1)[c:8]1[cH:9][c:10]([CH3:16])[c:11]([OH:14])[cH:12][cH:13]1. The reactants are C(C)N(C(C)C)C(C)C (N-ethyldiisopropylamine), CNC (dimethylamine), FC=1C=CC(=C(C1)C1=NOC(=N1)C1=CC(=C(C=C1)C1=C(C=CC=C1)C)CO)OC ({4-[3-(5-fluoro-2-methoxyphenyl)-1,2,4-oxadiazol-5-yl]-2′-methylbiphenyl-2-yl}methanol), CS(=O)(=O)Cl (methanesulfonyl chloride). Solvent: C(Cl)Cl (DCM), O (Water). Run at time 15 minute. Yields the product FC=1C=CC(=C(C1)C1=NOC(=N1)C1=CC(=C(C=C1)C1=C(C=CC=C1)C)CN(C)C)OC (1-{4-[3-(5-fluoro-2-methoxyphenyl)-1,2,4-oxadiazol-5-yl]-2′-methylbiphenyl-2-yl}-N,N-dimethylmethanamine). As a reaction SMILES: [F:1][C:2]1[CH:3]=[CH:4][C:5]([O:28][CH3:29])=[C:6]([C:8]2[N:12]=[C:11]([C:13]3[CH:18]=[CH:17][C:16]([C:19]4[CH:24]=[CH:23][CH:22]=[CH:21][C:20]=4[CH3:25])=[C:15]([CH2:26]O)[CH:14]=3)[O:10][N:9]=2)[CH:7]=1.[CH2:30]([N:32](C(C)C)[CH:33](C)C)C.CS(Cl)(=O)=O.CNC>C(Cl)Cl.O>[F:1][C:2]1[CH:3]=[CH:4][C:5]([O:28][CH3:29])=[C:6]([C:8]2[N:12]=[C:11]([C:13]3[CH:18]=[CH:17][C:16]([C:19]4[CH:24]=[CH:23][CH:22]=[CH:21][C:20]=4[CH3:25])=[C:15]([CH2:26][N:32]([CH3:33])[CH3:30])[CH:14]=3)[O:10][N:9]=2)[CH:7]=1. Reported procedure: To a solution of Example 77 (115 mg; 0.29 mmol; 1 eq.) in DCM (6 mL) is added at 0° C. N-ethyldiisopropylamine (250 μL; 1.47 mmol; 5 eq.) and methanesulfonyl chloride (27 μL; 0.35 mmol; 1.2 eq.). After 15 min, dimethylamine (2M; 440 μL; 0.88 mmol; 3 eq.) was added and the reaction mixture stirred at room temperature for 2 hours. Water (5 mL) was added and the organic layer washed with water. The organic phase was dried over magnesium sulfate and concentrated in vacuo. The residue was purified by... The reactants are O=C([O-])[O-], CC1(C)OB(c2cnccc2Cl)OC1(C)C, Cc1nc(Cl)c2ncn(C3CCCCO3)c2n1, [Cs+], [Cs+], C1COCCO1, O. Yields the product Cc1nc(-c2cnccc2Cl)c2ncn(C3CCCCO3)c2n1. RXN SMILES: [C:34](=[O:35])([O-:36])[O-:37].[Cl:18][c:19]1[c:20]([B:25]2[O:26][C:27]([CH3:28])([CH3:29])[C:30]([CH3:31])([CH3:32])[O:33]2)[cH:21][n:22][cH:23][cH:24]1.[Cl:1][c:2]1[c:3]2[n:4][cH:5][n:6]([CH:12]3[O:13][CH2:14][CH2:15][CH2:16][CH2:17]3)[c:7]2[n:8][c:9]([CH3:11])[n:10]1.[Cs+:38].[Cs+:39].[O:40]1[CH2:41][CH2:42][O:43][CH2:44][CH2:45]1.[OH2:46]>>[c:2]1(-[c:20]2[c:19]([Cl:18])[cH:24][cH:23][n:22][cH:21]2)[c:3]2[n:4][cH:5][n:6]([CH:12]3[O:13][CH2:14][CH2:15][CH2:16][CH2:17]3)[c:7]2[n:8][c:9]([CH3:11])[n:10]1.